From a dataset of the Open Reaction Database (ORD), a public repository of structured organic reaction records. describe an organic reaction: reactants, conditions, products, and yield Starting materials: BrC=1C=C(C=O)C=CC1F (3-bromo-4-fluoro-benzaldehyde), FC=1C=C2C=CN=CC2=CC1 (6-Fluoro-isoquinoline). The product is BrC1=C(C=C2C=CN=CC2=C1)F (7-Bromo-6-fluoro-isoquinoline). As a reaction SMILES: [Br:1][C:2]1[CH:3]=[C:4]([CH:7]=[CH:8][C:9]=1[F:10])[CH:5]=O.FC1C=C2C(=CC=1)C=[N:17][CH:16]=[CH:15]2>>[Br:1][C:2]1[CH:3]=[C:4]2[C:7]([CH:15]=[CH:16][N:17]=[CH:5]2)=[CH:8][C:9]=1[F:10]. Procedure: Starting from 3-bromo-4-fluoro-benzaldehyde, the title compound was prepared by the same reaction sequence as used for the synthesis of 6-fluoro-isoquinoline (3). Rt=0.91 min (Method B). Detected mass: 226.0/228.0 (M+H+). The reactants are ClC1=CC=C(C(=O)N2C(=C(C3=CC(=CC=C23)OC)C=O)C)C=C1 (1-(4-chlorobenzoyl)-5-methoxy-2-methyl-1H-indole-3-carboxaldehyde), oxime, C(#N)[BH3-].[Na+] (sodium cyanoborohydride), saturated solution, C([O-])(O)=O.[Na+] (sodium bicarbonate). Run in C(C)(=O)OCC (ethyl acetate), C(Cl)Cl (methylene chloride), C(C)(=O)OCC (ethyl acetate), C(C)(=O)O (acetic acid). Run at temperature 0 celsius, time 3 hour. Yields the product ClC1=CC=C(C(=O)N2C(=C(C3=CC(=CC=C23)OC)CNO)C)C=C1 (1-(4-Chlorobenzoyl)-N-hydroxy-5-methoxy-2-methyl-1H-indole-3-methanamine). As a reaction SMILES: [Cl:1][C:2]1[CH:23]=[CH:22][C:5]([C:6]([N:8]2[C:16]3[C:11](=[CH:12][C:13]([O:17][CH3:18])=[CH:14][CH:15]=3)[C:10](C=O)=[C:9]2[CH3:21])=[O:7])=[CH:4][CH:3]=1.[C:24]([BH3-])#[N:25].[Na+].C(=O)(O)[O-:29].[Na+]>C(O)(=O)C.C(OCC)(=O)C.C(Cl)Cl>[Cl:1][C:2]1[CH:23]=[CH:22][C:5]([C:6]([N:8]2[C:16]3[C:11](=[CH:12][C:13]([O:17][CH3:18])=[CH:14][CH:15]=3)[C:10]([CH2:24][NH:25][OH:29])=[C:9]2[CH3:21])=[O:7])=[CH:4][CH:3]=1 |f:1.2,3.4|. Procedure: To a suspension of 1-(4-chlorobenzoyl)-5-methoxy-2-methyl-1H-indole-3-carboxaldehyde, oxime (1.0 g, 2.9 mmol) in 15 ml of acetic acid is added 0.9 g (14.6 mmol) of sodium cyanoborohydride (0.9 g, 14.6 mmol). The reaction mixture is stirred vigorously for three hours whereupon an additional 0.35 g (5.6 mmol) of the reducing agent is added. After an additional 45 minutes the reaction mixture is diluted with ethyl acetate and methylene chloride, cooled to 0° C., and 300 ml of a saturated solution o...